The task is: describe an organic reaction: reactants, conditions, products, and yield. This data is from the Open Reaction Database (ORD), a public repository of structured organic reaction records. Reactants: N#Cc1ccc(C(=O)O)cc1, Nc1ccc(OCCN2CCOCC2)c2ccccc12. Yields the product N#Cc1ccc(C(=O)Nc2ccc(OCCN3CCOCC3)c3ccccc23)cc1. Reaction SMILES: [C:1](#[N:2])[c:3]1[cH:4][cH:5][c:6]([C:7](=[O:8])[OH:9])[cH:10][cH:11]1.[O:12]1[CH2:13][CH2:14][N:15]([CH2:18][CH2:19][O:20][c:21]2[cH:22][cH:23][c:24]([NH2:31])[c:25]3[cH:26][cH:27][cH:28][cH:29][c:30]23)[CH2:16][CH2:17]1>>[C:1](#[N:2])[c:3]1[cH:4][cH:5][c:6]([C:7](=[O:9])[NH:31][c:24]2[cH:23][cH:22][c:21]([O:20][CH2:19][CH2:18][N:15]3[CH2:14][CH2:13][O:12][CH2:17][CH2:16]3)[c:30]3[c:25]2[cH:26][cH:27][cH:28][cH:29]3)[cH:10][cH:11]1.